Dataset: the Open Reaction Database (ORD), a public repository of structured organic reaction records. Task: describe an organic reaction: reactants, conditions, products, and yield The reactants are CCOC(=O)CON=C(C(=O)OC)c1ccn(C)n1, CCO, [H][H], [Pd]. Yields the product COC(=O)C(N)c1ccn(C)n1. As a reaction SMILES: [CH2:1]([O:2][C:3]([CH2:4][O:5][N:8]=[C:9]([C:10](=[O:11])[O:12][CH3:13])[c:14]1[n:15][n:16]([CH3:19])[cH:17][cH:18]1)=[O:6])[CH3:7].[CH3:22][CH2:23][OH:24].[H:20][H:21].[Pd:25]>>[NH2:8][CH:9]([C:10](=[O:11])[O:12][CH3:13])[c:14]1[n:15][n:16]([CH3:19])[cH:17][cH:18]1. Starting materials: C(C=C)NCC=C (diallylamine), C(Cl)C1CO1 (epichlorohydrin), [OH-].[Na+] (sodium hydroxide). Run in O (water). Reaction conditions: temperature 25 celsius, time 3.5 hour. Yields the product C(C=C)N(CC(CN(CC=C)CC=C)O)CC=C (N,N,N′,N′-Tetraallyl-2-hydroxy-1,3-propane Diamine). Reaction SMILES: [CH2:1]([NH:4][CH2:5][CH:6]=[CH2:7])[CH:2]=[CH2:3].[CH2:8]([CH:10]1[O:12][CH2:11]1)Cl.[OH-].[Na+]>O>[CH2:1]([N:4]([CH2:5][CH:6]=[CH2:7])[CH2:8][CH:10]([OH:12])[CH2:11][N:4]([CH2:5][CH:6]=[CH2:7])[CH2:1][CH:2]=[CH2:3])[CH:2]=[CH2:3] |f:2.3|. Reported procedure: 17.4 g (173.8 mmol) of diallylamine (from Aldrich) and 10.0 g of deionized water are stirred in a round-bottomed flask at 55° C. while 8.08 g (86.48 mmol) epichlorohydrin is added from an addition funnel. After 30 minutes the addition is complete. Then sodium hydroxide (10.0 g, 125 mmol, 50%) is added to the reaction mixture and it is stirred for an additional 3.5 hours, after which time the alkylation is complete as determined gas chromatography. The temperature is then cooled to 25° C. and the... Starting materials: CN(C)C=O, O=c1c(Cl)c(Cl)cnn1-c1ccc(C(F)(F)F)cc1, OCc1ccc(Cl)cc1, [K+], [OH-]. Product: O=c1c(Cl)c(OCc2ccc(Cl)cc2)cnn1-c1ccc(C(F)(F)F)cc1. RXN SMILES: [CH3:31][N:32]([CH3:33])[CH:34]=[O:35].[Cl:1][c:2]1[c:3](=[O:19])[n:4](-[c:9]2[cH:10][cH:11][c:12]([C:15]([F:16])([F:17])[F:18])[cH:13][cH:14]2)[n:5][cH:6][c:7]1[Cl:8].[Cl:20][c:21]1[cH:22][cH:23][c:24]([CH2:25][OH:26])[cH:27][cH:28]1.[K+:30].[OH-:29]>>[Cl:1][c:2]1[c:3](=[O:19])[n:4](-[c:9]2[cH:10][cH:11][c:12]([C:15]([F:16])([F:17])[F:18])[cH:13][cH:14]2)[n:5][cH:6][c:7]1[O:26][CH2:25][c:24]1[cH:23][cH:22][c:21]([Cl:20])[cH:28][cH:27]1. Starting materials: COC(=O)C1(CCOC2=CC=C(C=C12)OC)O (4-Hydroxy-6-methoxychroman-4-yl-carboxylic Acid Methyl Ester), O[Li].O (LiOH.H2O). The product is OC1(CCOC2=CC=C(C=C12)OC)C(=O)O (4-Hydroxy-6-methoxychroman-4-yl-carboxylic Acid). Reaction SMILES: C[O:2][C:3]([C:5]1([OH:17])[C:14]2[C:9](=[CH:10][CH:11]=[C:12]([O:15][CH3:16])[CH:13]=2)[O:8][CH2:7][CH2:6]1)=[O:4].O[Li].O>>[OH:17][C:5]1([C:3]([OH:4])=[O:2])[C:14]2[C:9](=[CH:10][CH:11]=[C:12]([O:15][CH3:16])[CH:13]=2)[O:8][CH2:7][CH2:6]1 |f:1.2|. Reported procedure: The sub-title compound was prepared according to the method described in Example 1(ii) above from 4-hydroxy-6-methoxychroman-4-yl-carboxylic acid, methyl ester (1.09 g; 4.58 mmol; from step (i) above) and LiOH.H2O (0.39 g; 9.2 mmol). Yield 0.71 g (69%).